This data is from the Open Reaction Database (ORD), a public repository of structured organic reaction records. The task is: describe an organic reaction: reactants, conditions, products, and yield Reactants: C(C1=CC=CC=C1)NC(=O)NN(C)C(C(=O)OCC)(C)C (ethyl 2-(2-(benzylcarbamoyl)-1-methylhydrazinyl)-2-methylpropanoate), O.[OH-].[Li+] (lithium hydroxide monohydrate). Product: C(C1=CC=CC=C1)NC(=O)NN(C)C(C(=O)O)(C)C (2-(2-(benzylcarbamoyl)-1-methylhydrazinyl)-2-methylpropanoic Acid). Yield: 36.8%. Reaction SMILES: [CH2:1]([NH:8][C:9]([NH:11][N:12]([C:14]([CH3:21])([CH3:20])[C:15]([O:17]CC)=[O:16])[CH3:13])=[O:10])[C:2]1[CH:7]=[CH:6][CH:5]=[CH:4][CH:3]=1.O.[OH-].[Li+]>>[CH2:1]([NH:8][C:9]([NH:11][N:12]([C:14]([CH3:21])([CH3:20])[C:15]([OH:17])=[O:16])[CH3:13])=[O:10])[C:2]1[CH:3]=[CH:4][CH:5]=[CH:6][CH:7]=1 |f:1.2.3|. Procedure: According to the procedure described in the synthesis method of Compound VI-4, ethyl 2-(2-(benzylcarbamoyl)-1-methylhydrazinyl)-2-methylpropanoate (Compound V-2) (2.932 g, 10 mmol) was reacted with lithium hydroxide monohydrate (839.2 mg, mmol) to obtain the title compound (975.1 mg, 37%). The reactants are C1CCOC1, CCN(C(C)C)C(C)C, Clc1ccnc(Cl)n1, NCc1ccccc1. The product is Clc1nccc(NCc2ccccc2)n1. RXN SMILES: [CH2:26]1[O:27][CH2:28][CH2:29][CH2:30]1.[CH:17]([N:18]([CH2:19][CH3:20])[CH:21]([CH3:22])[CH3:23])([CH3:24])[CH3:25].[Cl:1][c:2]1[n:3][cH:4][cH:5][c:6]([Cl:8])[n:7]1.[NH2:9][CH2:10][c:11]1[cH:12][cH:13][cH:14][cH:15][cH:16]1>>[Cl:1][c:2]1[n:3][cH:4][cH:5][c:6]([NH:9][CH2:10][c:11]2[cH:12][cH:13][cH:14][cH:15][cH:16]2)[n:7]1. The reactants are C(=S)(N1C=NC=C1)N1C=NC=C1 (1,1'-thiocarbonyldiimidazole), FC1=C(C(=CC=C1)F)CCN (2-(2,6-difluorophenyl)ethylamine). Solvent: C(C)#N (acetonitrile). The product is FC1=C(C(=CC=C1)F)CCNC(=S)N1C=NC=C1 (1-[(2-(2,6-difluorophenyl)ethyl)thiocarbamoyl]imidazole). The yield is 124.7%. Reaction SMILES: [C:1]([N:8]1[CH:12]=[CH:11]N=C1)([N:3]1[CH:7]=[CH:6][N:5]=[CH:4]1)=[S:2].[F:13][C:14]1[CH:19]=[CH:18][CH:17]=[C:16]([F:20])[C:15]=1CCN>C(#N)C>[F:13][C:14]1[CH:19]=[CH:18][CH:17]=[C:16]([F:20])[C:15]=1[CH2:11][CH2:12][NH:8][C:1]([N:3]1[CH:7]=[CH:6][N:5]=[CH:4]1)=[S:2]. Reported procedure: A solution of 1,1'-thiocarbonyldiimidazole (9.5 g, 48 mmol) and 2-(2,6-difluorophenyl)ethylamine (7.54 g, 48 mmol) in acetonitrile (100 mL) was stirred at room temperature for 20 h. The solution was concentrated under reduced pressure and the resulting precipitate was collected by filtration and triturated with hexane to provide 16 g of crude titled product as a brown solid: